From a dataset of the Open Reaction Database (ORD), a public repository of structured organic reaction records. describe an organic reaction: reactants, conditions, products, and yield The reactants are NC1=C2N=C(N(C2=NC(=N1)S)CC1=CC=CC=C1)O (6-amino-9-benzyl-8-hydroxy-2-mercaptopurine), C([O-])([O-])=O.[K+].[K+] (potassium carbonate), C(C)OCCCl (2-chloroethyl ethyl ether). The solvent is CN(C=O)C (dimethylformamide). Reaction conditions: time 3 hour. The product is NC1=C2N=C(N(C2=NC(=N1)SCCOCC)CC1=CC=CC=C1)O (6-Amino-9-benzyl-8-hydroxy-2-(2-ethoxyethyl)thiopurine). Isolated yield 11.2%. As a reaction SMILES: [NH2:1][C:2]1[N:10]=[C:9]([SH:11])[N:8]=[C:7]2[C:3]=1[N:4]=[C:5]([OH:19])[N:6]2[CH2:12][C:13]1[CH:18]=[CH:17][CH:16]=[CH:15][CH:14]=1.C(=O)([O-])[O-].[K+].[K+].[CH2:26]([O:28][CH2:29][CH2:30]Cl)[CH3:27]>CN(C)C=O>[NH2:1][C:2]1[N:10]=[C:9]([S:11][CH2:27][CH2:26][O:28][CH2:29][CH3:30])[N:8]=[C:7]2[C:3]=1[N:4]=[C:5]([OH:19])[N:6]2[CH2:12][C:13]1[CH:18]=[CH:17][CH:16]=[CH:15][CH:14]=1 |f:1.2.3|. Procedure: Crude 6-amino-9-benzyl-8-hydroxy-2-mercaptopurine (134 mg, 0.49 mmol) was suspended in dimethylformamide (65 ml). To the suspension were added potassium carbonate (100 mg, 0.72 mmol) and 2-chloroethyl ethyl ether (0.056 ml, 0.73 mmol) in order. The mixture was stirred at room temperature for 3 hours. The solvent was removed in vacuo, and the residue was purified by silica gel chromatography (1% methanol/chloroform) to give the subject compound (19 mg, yield 11%). Starting materials: ClCCl, CC(C)(C)OC(=O)N1CCN2C(=O)OCC2(Cc2ccccc2)C1, O=C(O)C(F)(F)F. Yields the product O=C1OCC2(Cc3ccccc3)CNCCN12. Reaction SMILES: [Cl:32][CH2:33][Cl:34].[O:1]=[C:2]1[O:3][CH2:4][C:5]2([CH2:18][c:19]3[cH:20][cH:21][cH:22][cH:23][cH:24]3)[N:6]1[CH2:7][CH2:8][N:9]([C:11]([O:12][C:13]([CH3:14])([CH3:15])[CH3:16])=[O:17])[CH2:10]2.[OH:25][C:26]([C:27]([F:28])([F:29])[F:30])=[O:31]>>[O:1]=[C:2]1[O:3][CH2:4][C:5]2([CH2:18][c:19]3[cH:20][cH:21][cH:22][cH:23][cH:24]3)[N:6]1[CH2:7][CH2:8][NH:9][CH2:10]2. The reactants are [OH-].[Na+] (sodium hydroxide), Cl.COC([C@H]1NCC(C1)O)=O (4-hydroxyproline methyl ester hydrochloride), ClC(=O)OCC=C (allyl chloroformate). Solvent: O (water), C1CCOC1 (THF), C1CCOC1 (THF). Conditions: time 1 hour. The product is COC([C@H]1N(C[C@@H](C1)O)C(=O)OCC=C)=O (N-allyloxycarbonyl hydroxyproline methyl ester). Isolated yield 86.0%. Reaction SMILES: Cl.[CH3:2][O:3][C:4](=[O:11])[C@@H:5]1[CH2:9][CH:8]([OH:10])[CH2:7][NH:6]1.Cl[C:13]([O:15][CH2:16][CH:17]=[CH2:18])=[O:14].[OH-].[Na+]>O.C1COCC1>[CH3:2][O:3][C:4](=[O:11])[C@@H:5]1[CH2:9][C@@H:8]([OH:10])[CH2:7][N:6]1[C:13]([O:15][CH2:16][CH:17]=[CH2:18])=[O:14] |f:0.1,3.4|. Reported procedure: To a solution of 4-hydroxyproline methyl ester hydrochloride (Rosen et al, Synthesis, 40, 1988) (60.4 mMol) in water (10 ml) and THF (20 ml), at 0° C., was added dropwise allyl chloroformate (70 mMol) in THF (20 ml). The solution was maintained at a slightly basic pH by the simultaneous addition of 4N sodium hydroxide (144 mMol). The mixture was stirred at 0° for 1 hour. The aqueous layer was separated and washed, twice, with dichloromethane (25 ml). The organic layers were combined, dried and e... The reactants are CCN=C=NCCCN(C)C, CCN(C(C)C)C(C)C, O=CO, NCc1nccnc1Cl, Cl, Cl, Cl, CN(C)C=O, O. Yields the product O=CNCc1nccnc1Cl. Reaction SMILES: [CH3:13][N:14]([CH3:15])[CH2:16][CH2:17][CH2:18][N:19]=[C:20]=[N:21][CH2:22][CH3:23].[CH:24]([N:25]([CH:26]([CH3:27])[CH3:28])[CH2:29][CH3:30])([CH3:31])[CH3:32].[CH:34](=[O:35])[OH:36].[Cl:3][c:4]1[c:5]([CH2:10][NH2:11])[n:6][cH:7][cH:8][n:9]1.[ClH:12].[ClH:1].[ClH:2].[O:37]=[CH:38][N:39]([CH3:40])[CH3:41].[OH2:33]>>[Cl:3][c:4]1[c:5]([CH2:10][NH:11][CH:34]=[O:35])[n:6][cH:7][cH:8][n:9]1.